This data is from the Open Reaction Database (ORD), a public repository of structured organic reaction records. The task is: describe an organic reaction: reactants, conditions, products, and yield Reactants: C(C1=CC=CC=C1)(=O)OCC=1C2=C(N=C(N1)C)SC(=N2)C2CCC(CC2)(C)C ([2-(4,4-dimethylcyclohexyl)-5-methyl[1,3]thiazolo[5,4-d]pyrimidin-7-yl]methyl benzoate), O([Na])C (NaOCH3), Cl.CCOC(=O)C (HCl EtOAc). Solvent: CO (MeOH), CO (MeOH). Reaction conditions: time 3 hour. Yields the product CC1(CCC(CC1)C=1SC=2N=C(N=C(C2N1)CO)C)C ([2-(4,4-dimethylcyclohexyl)-5-methyl[1,3]thiazolo[5,4-d]pyrimidin-7-yl]methanol). Isolated yield 77.7%. As a reaction SMILES: C([O:9][CH2:10][C:11]1[C:12]2[N:20]=[C:19]([CH:21]3[CH2:26][CH2:25][C:24]([CH3:28])([CH3:27])[CH2:23][CH2:22]3)[S:18][C:13]=2[N:14]=[C:15]([CH3:17])[N:16]=1)(=O)C1C=CC=CC=1.O(C)[Na].Cl.CCOC(C)=O>CO>[CH3:27][C:24]1([CH3:28])[CH2:23][CH2:22][CH:21]([C:19]2[S:18][C:13]3[N:14]=[C:15]([CH3:17])[N:16]=[C:11]([CH2:10][OH:9])[C:12]=3[N:20]=2)[CH2:26][CH2:25]1 |f:2.3|. Procedure: To a mixture of [2-(4,4-dimethylcyclohexyl)-5-methyl[1,3]thiazolo[5,4-d]pyrimidin-7-yl]methyl benzoate (13.8 g) and MeOH (250 mL) was added a 28% NaOCH3 solution (670 μL) in MeOH, followed by stirring at room temperature for 3 hours. The reaction mixture was neutralized by the addition of 4 M HCl/EtOAc (870 μL), and concentrated under reduced pressure. To the residue was added water, followed by extraction with EtOAc. To the organic layer were added MgSO4 and basic silica gel, followed by stirri... Starting materials: ClCCl, O=[N+]([O-])c1ccc(S(=O)(=O)Cl)cc1, CC(C)(C)OC(=O)N1CCCC(O)C1, c1ccncc1. Reaction SMILES: [Cl:34][CH2:35][Cl:36].[N+:15](=[O:16])([O-:17])[c:18]1[cH:19][cH:20][c:21]([S:24](=[O:25])(=[O:26])[Cl:27])[cH:22][cH:23]1.[OH:1][CH:2]1[CH2:3][N:4]([C:8](=[O:9])[O:10][C:11]([CH3:12])([CH3:13])[CH3:14])[CH2:5][CH2:6][CH2:7]1.[cH:28]1[cH:29][cH:30][n:31][cH:32][cH:33]1>>[O:1]([CH:2]1[CH2:3][N:4]([C:8](=[O:9])[O:10][C:11]([CH3:12])([CH3:13])[CH3:14])[CH2:5][CH2:6][CH2:7]1)[S:24]([c:21]1[cH:20][cH:19][c:18]([N+:15](=[O:16])[O-:17])[cH:23][cH:22]1)(=[O:25])=[O:26]. Yields the product CC(C)(C)OC(=O)N1CCCC(OS(=O)(=O)c2ccc([N+](=O)[O-])cc2)C1. Reported procedure: In a 30 ml-round-bottomed flask, 0.65 g (1.45 mM) of N-heptanoyl-N'-(7-octyl-2-fluorenecarbonyl)hydrazine, 0.62 g (1.53 mM) of Lawesson's reagent and 10 ml of tetrahydrofuran were placed, followed by heat-refluxing for 1.5 hours. After the reaction, the reaction mixture was poured into a solution of 0.45 g of sodium hydroxide in 100 ml of ice water to precipitate a crystal. The crystal was recovered by filtration, washed with water and dissolved in toluene, followed by washing with water, drying... Yield: 61.8%. The product is C(CCCCCCC)C1=CC=2CC3=CC(=CC=C3C2C=C1)C=1SC(=NN1)CCCCCC (2-octyl-7-(5-hexyl-1,3,4-thiadiazole-2-yl)fluorene). RXN SMILES: [C:1]([NH:9][NH:10][C:11]([C:13]1[CH:25]=[CH:24][C:23]2[C:22]3[C:17](=[CH:18][C:19]([CH2:26][CH2:27][CH2:28][CH2:29][CH2:30][CH2:31][CH2:32][CH3:33])=[CH:20][CH:21]=3)[CH2:16][C:15]=2[CH:14]=1)=O)(=O)[CH2:2][CH2:3][CH2:4][CH2:5][CH2:6][CH3:7].COC1C=CC(P2(SP(C3C=CC(OC)=CC=3)(=S)S2)=[S:43])=CC=1.[OH-].[Na+]>O1CCCC1>[CH2:26]([C:19]1[CH:20]=[CH:21][C:22]2[C:23]3[C:15](=[CH:14][C:13]([C:11]4[S:43][C:1]([CH2:2][CH2:3][CH2:4][CH2:5][CH2:6][CH3:7])=[N:9][N:10]=4)=[CH:25][CH:24]=3)[CH2:16][C:17]=2[CH:18]=1)[CH2:27][CH2:28][CH2:29][CH2:30][CH2:31][CH2:32][CH3:33] |f:2.3|. Solvent: O1CCCC1 (tetrahydrofuran), ice water. Reactants: C(CCCCCC)(=O)NNC(=O)C1=CC=2CC3=CC(=CC=C3C2C=C1)CCCCCCCC (N-heptanoyl-N'-(7-octyl-2-fluorenecarbonyl)hydrazine), COC=1C=CC(=CC1)P2(=S)SP(=S)(S2)C=3C=CC(=CC3)OC (Lawesson's reagent), [OH-].[Na+] (sodium hydroxide). Starting materials: N1(CCCCC1)CC(=O)OCC (Ethyl 1-piperidineacetate), Cl (hydrochloric acid). Product: Cl.N1(CCCCC1)CC(=O)O (1-piperidineacetic acid hydrochloride). Yield: 65.3%. Reaction SMILES: [N:1]1([CH2:7][C:8]([O:10]CC)=[O:9])[CH2:6][CH2:5][CH2:4][CH2:3][CH2:2]1.[ClH:13]>>[ClH:13].[N:1]1([CH2:7][C:8]([OH:10])=[O:9])[CH2:6][CH2:5][CH2:4][CH2:3][CH2:2]1 |f:2.3|. Reaction conditions: time 1 day. Reported procedure: Ethyl 1-piperidineacetate (1.26 g, 7.4 mmol) was added to 3M hydrochloric acid solution (12 ml), which was then refluxed for 2 hours, stirred for 1 day at a room temperature, then concentrated under a reduced pressure. The resulting residue was dissolved in methanol and reconcentrated. The resulting solid was suspended in ethyl ether, filtered and dried under a reduced pressure to give 0.87 g of the titled compound. (Yield 65.3%). NMR(D2O): 1.0(m, 2H), 1.4(m, 4H), 2.5(m, 2H), 3.1(m, 2H), 3.5(s, ... Starting materials: C(C=C)OC(C1=C(C(=CC(=C1C=O)O[Si](C(C(C)C)(C)C)(C)C)OC)Cl)=O (2-chloro-5-[dimethyl-(1,1,2-trimethylpropyl)silanyloxy]-6-formyl-3-methoxy-benzoic acid allyl ester), [I-].[Na+] (sodium iodide), C[Si](Cl)(C)C (trimethyl-chlorosilane), C[SiH2]O[Si](C)(C)C (tetramethyldisiloxane). The solvent is C(C)#N (acetonitrile). Conditions: temperature 20 celsius, time 5 minute. Product: C(C=C)OC(C1=C(C(=CC(=C1CI)O[Si](C(C(C)C)(C)C)(C)C)OC)Cl)=O (2-chloro-5-[dimethyl-(1,1,2-trimethylpropyl)-silanyloxy]-6-iodomethyl-3-methoxy-benzoic acid allyl ester). Isolated yield 88.9%. As a reaction SMILES: [CH2:1]([O:4][C:5](=[O:27])[C:6]1[C:11]([CH:12]=O)=[C:10]([O:14][Si:15]([CH3:23])([CH3:22])[C:16]([CH3:21])([CH3:20])[CH:17]([CH3:19])[CH3:18])[CH:9]=[C:8]([O:24][CH3:25])[C:7]=1[Cl:26])[CH:2]=[CH2:3].[I-:28].[Na+].C[Si](C)(C)Cl.C[SiH2]O[Si](C)(C)C>C(#N)C>[CH2:1]([O:4][C:5](=[O:27])[C:6]1[C:11]([CH2:12][I:28])=[C:10]([O:14][Si:15]([CH3:23])([CH3:22])[C:16]([CH3:21])([CH3:20])[CH:17]([CH3:19])[CH3:18])[CH:9]=[C:8]([O:24][CH3:25])[C:7]=1[Cl:26])[CH:2]=[CH2:3] |f:1.2|. Reported procedure: To a solution of 3;3 g of 2-chloro-5-[dimethyl-(1,1,2-trimethylpropyl)silanyloxy]-6-formyl-3-methoxy-benzoic acid allyl ester in 4 ml of acetonitrile were added 1.8 g of sodium iodide and 1.6 ml of trimethyl-chlorosilane. A white precipitate occurred. The mixture was stirred for 5 min at 20° C. The suspension was cooled to 0° C. and 1.48 ml of tetramethyldisiloxane were added. The mixture was stirred for 2 hours at 0° C. and then partitioned between 20 ml of ethyl acetate and 20 ml of water. The...